This data is from the Open Reaction Database (ORD), a public repository of structured organic reaction records. The task is: describe an organic reaction: reactants, conditions, products, and yield The reactants are COC(=O)c1ccc2c(C3CCCCC3)c(Br)n(CC(=O)OC(C)(C)C)c2c1, O=C([O-])[O-], COc1ccc(B(O)O)cc1, COCCOC, CCO, CCOC(C)=O, [Na+], [Na+], c1ccc(P(c2ccccc2)(c2ccccc2)[Pd](P(c2ccccc2)(c2ccccc2)c2ccccc2)(P(c2ccccc2)(c2ccccc2)c2ccccc2)P(c2ccccc2)(c2ccccc2)c2ccccc2)cc1. The product is COC(=O)c1ccc2c(C3CCCCC3)c(-c3ccc(OC)cc3)n(CC(=O)OC(C)(C)C)c2c1. RXN SMILES: [Br:1][c:2]1[n:3]([CH2:21][C:22](=[O:23])[O:24][C:25]([CH3:26])([CH3:27])[CH3:28])[c:4]2[cH:5][c:6]([C:17](=[O:18])[O:19][CH3:20])[cH:7][cH:8][c:9]2[c:10]1[CH:11]1[CH2:12][CH2:13][CH2:14][CH2:15][CH2:16]1.[C:40](=[O:41])([O-:42])[O-:43].[CH3:29][O:30][c:31]1[cH:32][cH:33][c:34]([B:37]([OH:38])[OH:39])[cH:35][cH:36]1.[CH3:46][O:47][CH2:48][CH2:49][O:50][CH3:51].[CH3:52][CH2:53][OH:54].[CH3:55][CH2:56][O:57][C:58]([CH3:59])=[O:60].[Na+:44].[Na+:45].[cH:61]1[cH:62][cH:63][c:64]([P:65]([Pd:66]([P:67]([c:68]2[cH:69][cH:70][cH:71][cH:72][cH:73]2)([c:74]2[cH:75][cH:76][cH:77][cH:78][cH:79]2)[c:80]2[cH:81][cH:82][cH:83][cH:84][cH:85]2)([P:86]([c:87]2[cH:88][cH:89][cH:90][cH:91][cH:92]2)([c:93]2[cH:94][cH:95][cH:96][cH:97][cH:98]2)[c:99]2[cH:100][cH:101][cH:102][cH:103][cH:104]2)[P:105]([c:106]2[cH:107][cH:108][cH:109][cH:110][cH:111]2)([c:112]2[cH:113][cH:114][cH:115][cH:116][cH:117]2)[c:118]2[cH:119][cH:120][cH:121][cH:122][cH:123]2)([c:124]2[cH:125][cH:126][cH:127][cH:128][cH:129]2)[c:130]2[cH:131][cH:132][cH:133][cH:134][cH:135]2)[cH:136][cH:137]1>>[c:2]1(-[c:34]2[cH:33][cH:32][c:31]([O:30][CH3:29])[cH:36][cH:35]2)[n:3]([CH2:21][C:22](=[O:23])[O:24][C:25]([CH3:26])([CH3:27])[CH3:28])[c:4]2[cH:5][c:6]([C:17](=[O:18])[O:19][CH3:20])[cH:7][cH:8][c:9]2[c:10]1[CH:11]1[CH2:12][CH2:13][CH2:14][CH2:15][CH2:16]1. Reactants: C1CCOC1, CN1CCC(c2c[nH]c3ccncc23)CC1, C[Si](C)(C)[N-][Si](C)(C)C, [Na+], O=S(=O)(Cl)c1ccccc1. Yields the product CN1CCC(c2cn(S(=O)(=O)c3ccccc3)c3ccncc23)CC1. Reaction SMILES: [CH2:37]1[O:38][CH2:39][CH2:40][CH2:41]1.[CH3:1][N:2]1[CH2:3][CH2:4][CH:5]([c:8]2[cH:9][nH:10][c:11]3[cH:12][cH:13][n:14][cH:15][c:16]23)[CH2:6][CH2:7]1.[CH3:28][Si:29]([N-:30][Si:31]([CH3:32])([CH3:33])[CH3:34])([CH3:35])[CH3:36].[Na+:27].[c:17]1([S:23](=[O:24])(=[O:25])[Cl:26])[cH:18][cH:19][cH:20][cH:21][cH:22]1>>[CH3:1][N:2]1[CH2:3][CH2:4][CH:5]([c:8]2[cH:9][n:10]([S:23]([c:17]3[cH:18][cH:19][cH:20][cH:21][cH:22]3)(=[O:24])=[O:25])[c:11]3[cH:12][cH:13][n:14][cH:15][c:16]23)[CH2:6][CH2:7]1. Reactants: CO, O, O=S(=O)(O)O, O=C(O)c1n[nH]c2ccccc12. Yields the product COC(=O)c1n[nH]c2ccccc12. RXN SMILES: [CH3:18][OH:19].[OH2:20].[S:13](=[O:14])(=[O:15])([OH:16])[OH:17].[nH:1]1[n:2][c:3]([C:10](=[O:11])[OH:12])[c:4]2[cH:5][cH:6][cH:7][cH:8][c:9]12>>[nH:1]1[n:2][c:3]([C:10]([O:11][CH3:18])=[O:12])[c:4]2[cH:5][cH:6][cH:7][cH:8][c:9]12. Starting materials: COC1=CC=C2CCC(C2=C1)N (6-methoxy-1-aminoindan), C(=O)OCC (ethyl formate), [H-].[H-].[H-].[H-].[Li+].[Al+3] (LiAlH4), COC1=CC=C2CCC(C2=C1)NC (6-methoxy-N-methyl-1-aminoindan). The product is CNC1CCC2=CC=C(C=C12)O (N-Methyl-6-hydroxy-1-aminoindan), C(C)NC1CCC2=CC=C(C=C12)O (N-ethyl-6-hydroxy-1-aminoindan), OC1=CC=C2CCC(C2=C1)N (6-hydroxy-1-aminoindan). RXN SMILES: C[O:2][C:3]1[CH:11]=[C:10]2[C:6]([CH2:7][CH2:8][CH:9]2[NH:12][CH3:13])=[CH:5][CH:4]=1.C[O:15][C:16]1[CH:24]=[C:23]2[C:19]([CH2:20][CH2:21][CH:22]2[NH2:25])=[CH:18][CH:17]=1.C(O[CH2:29][CH3:30])=O.[H-].[H-].[H-].[H-].[Li+].[Al+3]>>[CH3:13][NH:12][CH:9]1[C:10]2[C:6](=[CH:5][CH:4]=[C:3]([OH:2])[CH:11]=2)[CH2:7][CH2:8]1.[CH2:29]([NH:25][CH:22]1[C:23]2[C:19](=[CH:18][CH:17]=[C:16]([OH:15])[CH:24]=2)[CH2:20][CH2:21]1)[CH3:30].[OH:2][C:3]1[CH:11]=[C:10]2[C:6]([CH2:7][CH2:8][CH:9]2[NH2:12])=[CH:5][CH:4]=1 |f:3.4.5.6.7.8|. Procedure details: N-Methyl-6-hydroxy-1-aminoindan was prepared by demethylation of 6-methoxy-N-methyl-1-aminoindan, which was prepared from 6-methoxy-1-aminoindan by reductive alkylation (e.g. ethyl formate, followed by LiAlH4 reduction), or alternatively, by reductive amination (MeNH2, HCl, NaCNBH3) of 6-methoxy-1-indanone2. N-ethyl-6-hydroxy-1-aminoindan was obtained by acetylation of 6-hydroxy-1-aminoindan (Ac2O, KOH), followed by reduction (LiAlH4). N,N-Dimethyl-6-hydroxy-1-aminoindan was prepared by demethyl... Reactants: ClC1=C(C=CC(=C1Cl)O)CCC(=O)C=1OC(=CC1)C1=CC=C(C=C1)C(F)(F)F (3-(2,3-dichloro-4-hydroxyphenyl)-1-(5-(4-(trifluoromethyl)phenyl)fur-2-yl)propan-1-one), BrC(C(=O)OC(C)(C)C)(C)C (tert-butyl bromoisobutyrate). Reaction SMILES: [Cl:1][C:2]1[C:7]([Cl:8])=[C:6]([OH:9])[CH:5]=[CH:4][C:3]=1[CH2:10][CH2:11][C:12]([C:14]1[O:15][C:16]([C:19]2[CH:24]=[CH:23][C:22]([C:25]([F:28])([F:27])[F:26])=[CH:21][CH:20]=2)=[CH:17][CH:18]=1)=[O:13].Br[C:30]([CH3:39])([CH3:38])[C:31]([O:33][C:34]([CH3:37])([CH3:36])[CH3:35])=[O:32]>>[Cl:8][C:7]1[C:2]([Cl:1])=[C:3]([CH2:10][CH2:11][C:12](=[O:13])[C:14]2[O:15][C:16]([C:19]3[CH:24]=[CH:23][C:22]([C:25]([F:27])([F:28])[F:26])=[CH:21][CH:20]=3)=[CH:17][CH:18]=2)[CH:4]=[CH:5][C:6]=1[O:9][C:30]([CH3:39])([CH3:38])[C:31]([O:33][C:34]([CH3:37])([CH3:36])[CH3:35])=[O:32]. The product is ClC1=C(OC(C(=O)OC(C)(C)C)(C)C)C=CC(=C1Cl)CCC(C=1OC(=CC1)C1=CC=C(C=C1)C(F)(F)F)=O (Tert-butyl 2-(2,3-dichloro-4-(3-oxo-3-(5-(4-(trifluoromethyl)phenyl)fur-2-yl)propyl)phenoxy)-2-methylpropanoate). Procedure details: Tert-butyl 2-(2,3-dichloro-4-(3-oxo-3-(5-(4-(trifluoromethyl)phenyl)fur-2-yl)propyl)phenoxy)-2-methylpropanoate is prepared from 3-(2,3-dichloro-4-hydroxyphenyl)-1-(5-(4-(trifluoromethyl)phenyl)fur-2-yl)propan-1-one and tert-butyl bromoisobutyrate according to general procedure D. Starting materials: C(C)OC(NS(=O)(=O)C=1C=C2CCN(C2=CC1)C)=O ([(2,3-dihydro-1-methyl-1H-indol-5-yl)sulfonyl]carbamic acid ethyl ester), ClC1=CC=C(N)C=C1 (4-chloroaniline). The product is ClC1=CC=C(C=C1)NC(=O)NS(=O)(=O)C=1C=C2CCN(C2=CC1)C (N-{[(4-chlorophenyl)amino]carbonyl}-2,3-dihydro-1-methyl-1H-indole-5-sulfonamide). Yield: 60.0%. As a reaction SMILES: C(O[C:4](=[O:19])[NH:5][S:6]([C:9]1[CH:10]=[C:11]2[C:15](=[CH:16][CH:17]=1)[N:14]([CH3:18])[CH2:13][CH2:12]2)(=[O:8])=[O:7])C.[Cl:20][C:21]1[CH:27]=[CH:26][C:24]([NH2:25])=[CH:23][CH:22]=1>>[Cl:20][C:21]1[CH:27]=[CH:26][C:24]([NH:25][C:4]([NH:5][S:6]([C:9]2[CH:10]=[C:11]3[C:15](=[CH:16][CH:17]=2)[N:14]([CH3:18])[CH2:13][CH2:12]3)(=[O:7])=[O:8])=[O:19])=[CH:23][CH:22]=1. Procedure: Following the procedure of Example 3B, the title product was prepared in 60% yield from [(2,3-dihydro-1-methyl-1H-indol-5-yl)sulfonyl]carbamic acid ethyl ester and 4-chloroaniline, m.p. 145°-147° C. The reactants are Cn1cc(C2CCC(N3CCN(c4cc(C=O)cc5cccnc45)CC3)CC2)c2cc(C#N)ccc21, O=C([O-])C(=O)[O-], CC(C)(C)O, CCO, [O-][Cl+][O-], [Na+], O. Yields the product Cn1cc(C2CCC(N3CCN(c4cc(C(=O)O)cc5cccnc45)CC3)CC2)c2cc(C#N)ccc21. As a reaction SMILES: [C:1](#[N:2])[c:3]1[cH:4][c:5]2[c:6]([CH:13]3[CH2:14][CH2:15][CH:16]([N:19]4[CH2:20][CH2:21][N:22]([c:25]5[cH:26][c:27]([CH:35]=[O:36])[cH:28][c:29]6[cH:30][cH:31][cH:32][n:33][c:34]56)[CH2:23][CH2:24]4)[CH2:17][CH2:18]3)[cH:7][n:8]([CH3:12])[c:9]2[cH:10][cH:11]1.[C:41]([O-:42])(=[O:43])[C:44]([O-:45])=[O:46].[C:47]([OH:48])([CH3:49])([CH3:50])[CH3:51].[CH3:53][CH2:54][OH:55].[Cl+:37]([O-:38])[O-:39].[Na+:40].[OH2:52]>>[C:1](#[N:2])[c:3]1[cH:4][c:5]2[c:6]([CH:13]3[CH2:14][CH2:15][CH:16]([N:19]4[CH2:20][CH2:21][N:22]([c:25]5[cH:26][c:27]([C:35](=[O:36])[OH:38])[cH:28][c:29]6[cH:30][cH:31][cH:32][n:33][c:34]56)[CH2:23][CH2:24]4)[CH2:17][CH2:18]3)[cH:7][n:8]([CH3:12])[c:9]2[cH:10][cH:11]1. The reactants are C(C=C)(=O)OCC (ethyl acrylate), CC1=C(C=CC=C1)P(C2=C(C=CC=C2)C)C3=C(C=CC=C3)C (P(o-Tol)3), BrC1=CC=2CCC3=C(C(C2S1)=O)C=CC=C3 (2-bromo-9,10-dihydro-3-thiabenzo[f]azulen-4-one), [Cl-].[NH4+] (ammonium chloride). The reagents and catalysts are C(C)(=O)[O-].[Pd+2].C(C)(=O)[O-] (palladium acetate). Solvent: CN(C)C=O (DMF), C(C)N(CC)CC (Triethylamine). Reaction conditions: temperature 80 celsius, time 8 hour. Product: O=C1C=2SC(=CC2CCC2=C1C=CC=C2)C=CC(=O)OCC (Ethyl 3-(4-Oxo-9,10-dihydro-4H-3-thiabenzo[f]azulen-2-yl)acrylate). The yield is 85.0%. RXN SMILES: [C:1]([O:5][CH2:6][CH3:7])(=[O:4])[CH:2]=[CH2:3].CC1C=CC=CC=1P(C1C=CC=CC=1C)C1C=CC=CC=1C.Br[C:31]1[S:40][C:39]2[C:38](=[O:41])[C:37]3[CH:42]=[CH:43][CH:44]=[CH:45][C:36]=3[CH2:35][CH2:34][C:33]=2[CH:32]=1.[Cl-].[NH4+]>C([O-])(=O)C.[Pd+2].C([O-])(=O)C.CN(C=O)C.C(N(CC)CC)C>[O:41]=[C:38]1[C:37]2[CH:42]=[CH:43][CH:44]=[CH:45][C:36]=2[CH2:35][CH2:34][C:33]2[CH:32]=[C:31]([CH:3]=[CH:2][C:1]([O:5][CH2:6][CH3:7])=[O:4])[S:40][C:39]1=2 |f:3.4,5.6.7|. Procedure details: Triethylamine (34 mL), ethyl acrylate (27.5 mL), palladium acetate (0.4 g), and P(o-Tol)3 (1.5 g) were added to a DMF (50 mL) solution of 2-bromo-9,10-dihydro-3-thiabenzo[f]azulen-4-one (7.00 g), and the mixture was stirred overnight at 80° C. in an argon atmosphere. An aqueous saturated ammonium chloride solution was added to the reaction mixture, the mixture was extracted with ethyl acetate, and the organic layer was then washed with an aqueous saturated sodium chloride solution, and dried ove... Starting materials: COC1=C(C(=O)O)C=C(C=C1)C1=NN=NN1 (2-methoxy-5-(1H-tetrazol-5-yl)benzoic acid), C(C(=O)Cl)(=O)Cl (oxalyl chloride). The reagents and catalysts are CN(C=O)C (dimethylformamide). The solvent is ClCCl (dichloromethane). Run at time 4 hour. The product is COC1=C(C(=O)Cl)C=C(C=C1)C1=NN=NN1 (2-Methoxy-5-(1H-tetrazol-5-yl)benzoyl chloride). RXN SMILES: [CH3:1][O:2][C:3]1[CH:11]=[CH:10][C:9]([C:12]2[NH:16][N:15]=[N:14][N:13]=2)=[CH:8][C:4]=1[C:5](O)=[O:6].C(Cl)(=O)C([Cl:20])=O>CN(C)C=O.ClCCl>[CH3:1][O:2][C:3]1[CH:11]=[CH:10][C:9]([C:12]2[NH:16][N:15]=[N:14][N:13]=2)=[CH:8][C:4]=1[C:5]([Cl:20])=[O:6]. Procedure details: Combine 2-methoxy-5-(1H-tetrazol-5-yl)benzoic acid (5 mmol) and dichloromethane (40 mL). Add dropwise oxalyl chloride (0.72 mL, 8.25 mmol) followed by dimethylformamide (3 drops). After 4 hours, evaporate in vacuo and dry to give the title compound. Reactants: O=C([O-])O, CCOc1ccccc1OCCN(C(=O)OC(C)(C)C)C(C)Cc1cc2c(c(C(N)=O)c1)N(C(C)=O)CC2, ClCCl, [Na+], O=C(O)C(F)(F)F. Product: CCOc1ccccc1OCCNC(C)Cc1cc2c(c(C(N)=O)c1)N(C(C)=O)CC2. RXN SMILES: [C:46](=[O:47])([OH:48])[O-:49].[C:8]([CH3:9])(=[O:10])[N:11]1[CH2:12][CH2:13][c:14]2[cH:15][c:16]([CH2:23][CH:24]([CH3:25])[N:26]([C:27]([O:28][C:29]([CH3:30])([CH3:31])[CH3:32])=[O:33])[CH2:34][CH2:35][O:36][c:37]3[c:38]([O:43][CH2:44][CH3:45])[cH:39][cH:40][cH:41][cH:42]3)[cH:17][c:18]([C:20](=[O:21])[NH2:22])[c:19]21.[CH2:51]([Cl:52])[Cl:53].[Na+:50].[OH:1][C:2]([C:3]([F:4])([F:5])[F:6])=[O:7]>>[C:8]([CH3:9])(=[O:10])[N:11]1[CH2:12][CH2:13][c:14]2[cH:15][c:16]([CH2:23][CH:24]([CH3:25])[NH:26][CH2:34][CH2:35][O:36][c:37]3[c:38]([O:43][CH2:44][CH3:45])[cH:39][cH:40][cH:41][cH:42]3)[cH:17][c:18]([C:20](=[O:21])[NH2:22])[c:19]21.